From a dataset of the Open Reaction Database (ORD), a public repository of structured organic reaction records. describe an organic reaction: reactants, conditions, products, and yield Reactants: COC(=O)C1CN(Cc2ccc(Br)c(F)c2)C1, CCCCOc1ccc2oc(-c3ccc(CN4CC(C(=O)O)C4)cc3F)cc2c1, C1CCOC1, C#C[Si](C)(C)C, CCN(C(C)C)C(C)C. Product: COC(=O)C1CN(Cc2ccc(C#C[Si](C)(C)C)c(F)c2)C1. As a reaction SMILES: [Br:1][c:2]1[c:3]([F:17])[cH:4][c:5]([CH2:6][N:7]2[CH2:8][CH:9]([C:11](=[O:12])[O:13][CH3:14])[CH2:10]2)[cH:15][cH:16]1.[CH2:18]([O:19][c:20]1[cH:21][cH:22][c:23]2[o:24][c:25](-[c:26]3[cH:27][cH:28][c:29]([CH2:30][N:31]4[CH2:32][CH:33]([C:34]([OH:35])=[O:36])[CH2:37]4)[cH:38][c:39]3[F:40])[cH:41][c:42]2[cH:43]1)[CH2:44][CH2:45][CH3:46].[CH2:62]1[O:63][CH2:64][CH2:65][CH2:66]1.[CH3:47][Si:48]([CH3:49])([CH3:50])[C:51]#[CH:52].[CH:53]([N:54]([CH2:55][CH3:56])[CH:57]([CH3:58])[CH3:59])([CH3:60])[CH3:61]>>[c:2]1([C:52]#[C:51][Si:48]([CH3:47])([CH3:49])[CH3:50])[c:3]([F:17])[cH:4][c:5]([CH2:6][N:7]2[CH2:8][CH:9]([C:11](=[O:12])[O:13][CH3:14])[CH2:10]2)[cH:15][cH:16]1. Product: O=C(O)c1cc2nc(-c3ccccc3)nn2cc1F. Reaction SMILES: [F:1][c:2]1[c:3]([C:17](=[O:18])[O:19][CH3:20])[cH:4][c:5]2[n:6]([cH:7]1)[n:8][c:9](-[c:11]1[cH:12][cH:13][cH:14][cH:15][cH:16]1)[n:10]2.[Li+:23].[O:24]1[CH2:25][CH2:26][CH2:27][CH2:28]1.[OH-:22].[OH2:21].[OH2:29]>>[F:1][c:2]1[c:3]([C:17](=[O:18])[OH:19])[cH:4][c:5]2[n:6]([cH:7]1)[n:8][c:9](-[c:11]1[cH:12][cH:13][cH:14][cH:15][cH:16]1)[n:10]2. The reactants are COC(=O)c1cc2nc(-c3ccccc3)nn2cc1F, [Li+], C1CCOC1, [OH-], O, O.